From a dataset of the Open Reaction Database (ORD), a public repository of structured organic reaction records. describe an organic reaction: reactants, conditions, products, and yield The reactants are [N+](=O)([O-])C=1C=C(C=C(C(=O)O)C1)C(=O)O (5-nitroisophthalic acid), [OH-].[Na+] (sodium hydroxide), O (water). The reagents and catalysts are [Pd] (palladium on carbon). Reaction conditions: time 1 hour. The product is [Na+].[Na+].[Na+].[Na+].[N+](=O)([O-])C=1C=C(C=C(C1)C(=O)NC=1C=C(C=C(C(=O)[O-])C1)C(=O)[O-])C(=O)NC=1C=C(C=C(C(=O)[O-])C1)C(=O)[O-] (5,5'-[5-nitro-1,3-phenylenebis(carbonylimino)]diisophthalic acid tetrasodium salt). RXN SMILES: [N+:1]([C:4]1[CH:5]=[C:6]([C:13]([OH:15])=[O:14])[CH:7]=[C:8]([CH:12]=1)[C:9]([OH:11])=[O:10])([O-])=O.[OH-:16].[Na+:17].[OH2:18]>[Pd]>[Na+:17].[Na+:17].[Na+:17].[Na+:17].[N+:1]([C:4]1[CH:5]=[C:6]([C:13]([NH:1][C:4]2[CH:12]=[C:8]([C:9]([O-:11])=[O:10])[CH:7]=[C:6]([CH:5]=2)[C:13]([O-:15])=[O:14])=[O:14])[CH:7]=[C:8]([C:9]([NH:1][C:4]2[CH:5]=[C:6]([C:13]([O-:15])=[O:14])[CH:7]=[C:8]([CH:12]=2)[C:9]([O-:11])=[O:10])=[O:10])[CH:12]=1)([O-:18])=[O:16] |f:1.2,5.6.7.8.9|. Procedure details: A mixture of 21.1 g of 5-nitroisophthalic acid, 40.5 ml of 5N sodium hydroxide and 2.0 g of 10% palladium on carbon catalyst in 110 ml of water is hydrogenated at room temperature for 1 hour and then filtered through diatomaceous earth. To the solution of 5-aminoisophthalic acid disodium salt is added 9.2 g of sodium bicarbonate followed by 13.65 g of powdered 5-nitroisophthaloyl chloride (prepared as described in Example 1). The solution is cooled in a water bath and stirred vigorously in a baf... The reactants are CCI, O=C1Nc2ccccc2C(c2ccccc2)N1C1CCNCC1. The product is CCN1CCC(N2C(=O)Nc3ccccc3C2c2ccccc2)CC1. RXN SMILES: [CH2:24]([CH3:25])[I:26].[NH:1]1[CH2:2][CH2:3][CH:4]([N:7]2[C:8](=[O:23])[NH:9][c:10]3[cH:11][cH:12][cH:13][cH:14][c:15]3[CH:16]2[c:17]2[cH:18][cH:19][cH:20][cH:21][cH:22]2)[CH2:5][CH2:6]1>>[N:1]1([CH2:24][CH3:25])[CH2:2][CH2:3][CH:4]([N:7]2[C:8](=[O:23])[NH:9][c:10]3[cH:11][cH:12][cH:13][cH:14][c:15]3[CH:16]2[c:17]2[cH:18][cH:19][cH:20][cH:21][cH:22]2)[CH2:5][CH2:6]1. Reactants: [S-]C#N.[NH4+] (ammonium thiocyanate), Cl/C=C/C(=O)O (trans-3-chloroacrylic acid), CO (methanol), IR(KBr), O (water). The solvent is S(O)(O)(=O)=O (sulfuric acid). The product is S(C#N)/C=C/C(=O)OC (Methyl trans-3-Thiocyanoacrylate). RXN SMILES: [S-:1][C:2]#[N:3].[NH4+].Cl/[CH:6]=[CH:7]/[C:8]([OH:10])=[O:9].O.[CH3:12]O>S(=O)(=O)(O)O>[S:1](/[CH:6]=[CH:7]/[C:8]([O:10][CH3:12])=[O:9])[C:2]#[N:3] |f:0.1|. Reported procedure: To a stirred solution of ammonium thiocyanate (7.2 g., 0.095 mole) in 4N sulfuric acid solution (50 ml) at 40° C., a solution of trans-3-chloroacrylic acid (10.0 g., 0.095 mole) in 35 ml of methanol was added dropwise within 5 minutes. The mixture was refluxed for 18 hours, cooled and poured into water which was extracted thoroughly with ether. The ether extract was washed with saturated sodium bicarbonate solution and then with water. After drying (MgSO4), the solution was concentrated to give ...